Dataset: the Open Reaction Database (ORD), a public repository of structured organic reaction records. Task: describe an organic reaction: reactants, conditions, products, and yield Reactants: C(#N)C=1C=C(C(=O)NC2=C(C=CC=C2)C(F)(F)F)C=CC1 (3-cyano-N-(2-(trifluoromethyl)phenyl)benzamide), FC(C(C(F)(F)F)(F)I)(F)F (heptafluoroisopropyl iodide), [OH-].[Na+] (sodium hydroxide). The reagents and catalysts are O.O.O.O.O.O.O.S(=O)(=O)([O-])[O-].[Fe+2] (iron(II) sulfate heptahydrate). Solvent: CN(C=O)C (N,N-dimethylformamide), CN(C=O)C (N,N-dimethylformamide). Conditions: time 3 hour. Product: C(#N)C=1C=C(C(=O)NC2=C(C=C(C=C2)C(C(F)(F)F)(C(F)(F)F)F)C(F)(F)F)C=CC1 (3-Cyano-N-(2-(trifluoromethyl)-4-(heptafluoroisopropyl)phenyl)benzamide). Yield: 58.0%. RXN SMILES: [OH-].[Na+].[C:3]([C:5]1[CH:6]=[C:7]([CH:21]=[CH:22][CH:23]=1)[C:8]([NH:10][C:11]1[CH:16]=[CH:15][CH:14]=[CH:13][C:12]=1[C:17]([F:20])([F:19])[F:18])=[O:9])#[N:4].[F:24][C:25]([F:34])([F:33])[C:26](I)([F:31])[C:27]([F:30])([F:29])[F:28]>CN(C)C=O.O.O.O.O.O.O.O.S([O-])([O-])(=O)=O.[Fe+2]>[C:3]([C:5]1[CH:6]=[C:7]([CH:21]=[CH:22][CH:23]=1)[C:8]([NH:10][C:11]1[CH:16]=[CH:15][C:14]([C:26]([F:31])([C:27]([F:30])([F:29])[F:28])[C:25]([F:34])([F:33])[F:24])=[CH:13][C:12]=1[C:17]([F:19])([F:18])[F:20])=[O:9])#[N:4] |f:0.1,5.6.7.8.9.10.11.12.13|. Procedure details: 1.1 g (29 mmol) of powdery sodium hydroxide and 1.3 g (4.8 mmol) of iron(II) sulfate heptahydrate were stirred in an ice bath, until the color of the mixture changed to black. Immediately after the discoloration, 5 g of N,N-dimethylformamide were added thereto, and then, a solution obtained by dissolving 1.0 g (3.5 mmol) of 3-cyano-N-(2-(trifluoromethyl)phenyl)benzamide and 1.4 g (4.8 mmol) of heptafluoroisopropyl iodide in 5 g of N,N-dimethylformamide was added thereto, followed by stirring at ... Procedure: To a mixture of 5.0 g (15.1 mmol) of N-[4-hydroxy-5-(trimethylsilyl) ethynyl-7H-pyrrolo[2,3-d]pyrimidin-2-yl]-2,2-dimethylpropionamide, in 40 mL of DMF and 10 mL of tetrahydrofuran was added 6.6 g (15.1 mmol) of tetrabutylammonium fluoride hydrate and the resulting solution was stirred at ambient temperature for 3.5 hours. After addition of 1.18 g of acetic acid and stirring for 15 minutes the mixture was poured into 50 mL of water. After stirring for about 1 hour the resulting suspension was fi... Conditions: time 3.5 hour. The product is OC=1C2=C(N=C(N1)NC(C(C)(C)C)=O)NC=C2C#C (N-(4-hydroxy-5-ethynyl-7H-pyrrolo[2,3-d]pyrimidin-2-yl)-2,2-dimethylpropionamide). RXN SMILES: [OH:1][C:2]1[C:3]2[C:17]([C:18]#[C:19][Si](C)(C)C)=[CH:16][NH:15][C:4]=2[N:5]=[C:6]([NH:8][C:9](=[O:14])[C:10]([CH3:13])([CH3:12])[CH3:11])[N:7]=1.O1CCCC1.O.[F-].C([N+](CCCC)(CCCC)CCCC)CCC.C(O)(=O)C>CN(C=O)C.O>[OH:1][C:2]1[C:3]2[C:17]([C:18]#[CH:19])=[CH:16][NH:15][C:4]=2[N:5]=[C:6]([NH:8][C:9](=[O:14])[C:10]([CH3:13])([CH3:12])[CH3:11])[N:7]=1 |f:2.3.4|. Starting materials: OC=1C2=C(N=C(N1)NC(C(C)(C)C)=O)NC=C2C#C[Si](C)(C)C (N-[4-hydroxy-5-(trimethylsilyl) ethynyl-7H-pyrrolo[2,3-d]pyrimidin-2-yl]-2,2-dimethylpropionamide), C(C)(=O)O (acetic acid), O1CCCC1 (tetrahydrofuran), O.[F-].C(CCC)[N+](CCCC)(CCCC)CCCC (tetrabutylammonium fluoride hydrate). The yield is 86.7%. Run in CN(C)C=O (DMF), O (water). Reactants: ClC=1C=C(C=C(C1C=1SC=2C(=NC=CC2N1)Cl)F)NC(OC(C)(C)C)=O (tert-butyl N-[3-chloro-4-(4-chlorothiazolo[5,4-c]pyridin-2-yl)-5-fluoro-phenyl]carbamate), CC1=CC(=NC=N1)N (6-methylpyrimidin-4-amine), CC1(C2=C(C(=CC=C2)P(C3=CC=CC=C3)C4=CC=CC=C4)OC5=C(C=CC=C51)P(C6=CC=CC=C6)C7=CC=CC=C7)C (XantPhos), C(=O)([O-])[O-].[Cs+].[Cs+] (Cs2CO3). Reagents/catalysts: C=1C=CC(=CC1)/C=C/C(=O)/C=C/C2=CC=CC=C2.C=1C=CC(=CC1)/C=C/C(=O)/C=C/C2=CC=CC=C2.C=1C=CC(=CC1)/C=C/C(=O)/C=C/C2=CC=CC=C2.[Pd].[Pd] (Pd2(dba)3). The solvent is O1CCOCC1 (1,4-Dioxane). Conditions: temperature 150 celsius. Yields the product NC1=CC(=C(C(=C1)F)C=1SC=2C(=NC=CC2N1)NC1=NC=NC(=C1)C)Cl (2-(4-Amino-2-chloro-6-fluoro-phenyl)-N-(6-methylpyrimidin-4-yl)thiazolo[5,4-c]pyridin-4-amine). The yield is 10.3%. Reaction SMILES: [Cl:1][C:2]1[CH:3]=[C:4]([NH:19]C(=O)OC(C)(C)C)[CH:5]=[C:6]([F:18])[C:7]=1[C:8]1[S:9][C:10]2[C:11](Cl)=[N:12][CH:13]=[CH:14][C:15]=2[N:16]=1.[CH3:27][C:28]1[N:33]=[CH:32][N:31]=[C:30]([NH2:34])[CH:29]=1.CC1(C)C2C(=C(P(C3C=CC=CC=3)C3C=CC=CC=3)C=CC=2)OC2C(P(C3C=CC=CC=3)C3C=CC=CC=3)=CC=CC1=2.C([O-])([O-])=O.[Cs+].[Cs+]>O1CCOCC1.C1C=CC(/C=C/C(/C=C/C2C=CC=CC=2)=O)=CC=1.C1C=CC(/C=C/C(/C=C/C2C=CC=CC=2)=O)=CC=1.C1C=CC(/C=C/C(/C=C/C2C=CC=CC=2)=O)=CC=1.[Pd].[Pd]>[NH2:19][C:4]1[CH:5]=[C:6]([F:18])[C:7]([C:8]2[S:9][C:10]3[C:11]([NH:34][C:30]4[CH:29]=[C:28]([CH3:27])[N:33]=[CH:32][N:31]=4)=[N:12][CH:13]=[CH:14][C:15]=3[N:16]=2)=[C:2]([Cl:1])[CH:3]=1 |f:3.4.5,7.8.9.10.11|. Reported procedure: A mixture of tert-butyl N-[3-chloro-4-(4-chlorothiazolo[5,4-c]pyridin-2-yl)-5-fluoro-phenyl]carbamate (56 mg, 0.135 mmol), 6-methylpyrimidin-4-amine (44 mg, 0.40 mmol), Pd2(dba)3 (6.2 mg, 0.00676 mmol), XantPhos (7.8 mg, 0.0135 mmol) and Cs2CO3 (88 mg, 0.27 mmol) in 1,4-Dioxane (2 mL) was heated at 150° C. in a microwave reactor for 20 min, The mixture was filtered through Celite, washed with EtOAc, concentrated. The crude product was purified by reverse phase HPLC to give the title compound (5.... The reactants are Cl.ClC1=CC=C(C=C1)NN (4-chlorophenylhydrazine hydrochloride), ClC=1C=C2C(=CN(C2=CC1)CC(=O)N1CCC(CC1)C)CCNC (2-(5-chloro-3-(2-(methylamino)ethyl)-1H-indol-1-yl)-1-(4-methylpiperidin-1-yl)ethanone), C(C)OC(CCCNC)OCC (4,4-diethoxy-N-methylbutan-1-amine), C(=O)(C(F)(F)F)O (TFA), 1-(N-bromoacetyl)-4-methyl piperidine, ClC1=CC=C(C=C1)N(N)CC(=O)N1CCC(CC1)C (2-(1-(4-chlorophenyl)hydrazinyl)-1-(4-methylpiperidin-1-yl)ethanone), C=O (formaldehyde). Solvent: C(C)#N (acetonitrile), C(C)N(CC)CC (triethylamine). Product: ClC=1C=C2C3=C(N(C2=CC1)CC(=O)N1CCC(CC1)C)CN(CC3)C (2-(6-chloro-1,2,3,4-tetrahydro-2-methylpyrido[3,4-b]indol-9-yl)-1-(4-methylpiperidin-1-yl)ethanone). RXN SMILES: Cl.ClC1C=CC(NN)=CC=1.[Cl:11][C:12]1[CH:17]=[CH:16][C:15]([N:18]([CH2:20][C:21]([N:23]2[CH2:28][CH2:27][CH:26]([CH3:29])[CH2:25][CH2:24]2)=[O:22])N)=[CH:14][CH:13]=1.C(OC(OCC)CCCNC)C.ClC1C=C2C(=CC=1)N(C[C:53]([N:55]1[CH2:60][CH2:59][CH:58](C)[CH2:57][CH2:56]1)=O)C=C2CCNC.C=O.C(O)(C(F)(F)F)=O>C(#N)C.C(N(CC)CC)C>[Cl:11][C:12]1[CH:17]=[C:16]2[C:15](=[CH:14][CH:13]=1)[N:18]([CH2:20][C:21]([N:23]1[CH2:28][CH2:27][CH:26]([CH3:29])[CH2:25][CH2:24]1)=[O:22])[C:57]1[CH2:56][N:55]([CH3:53])[CH2:60][CH2:59][C:58]2=1 |f:0.1|. Procedure details: The title compound is prepared by following General Methods 1, 3, and 4 by using 4-chlorophenylhydrazine hydrochloride, 1-(N-bromoacetyl)-4-methyl piperidine, and triethylamine (General Method 1), 2-(1-(4-chlorophenyl)hydrazinyl)-1-(4-methylpiperidin-1-yl)ethanone and 4,4-diethoxy-N-methylbutan-1-amine (General Method 3), 2-(5-chloro-3-(2-(methylamino)ethyl)-1H-indol-1-yl)-1-(4-methylpiperidin-1-yl)ethanone, formaldehyde and TFA in acetonitrile (General Method 4). Starting materials: CN(CCCC1=CC(=C(N1CCC1=CC=C(C=C1)F)C)C(=O)OCC1=CC=CC=C1)C (benzyl 5-[3-(dimethylamino)propyl]-1-[2-(4-fluorophenyl)ethyl]-2-methyl-1H-pyrrole-3-carboxylate). The reagents and catalysts are [Pd] (palladium-activated carbon). Solvent: C(C)O (ethanol), O1CCCC1 (tetrahydrofuran). Run at time 15 hour. Yields the product CN(CCCC1=CC(=C(N1CCC1=CC=C(C=C1)F)C)C(=O)O)C (5-[3-(dimethylamino)propyl]-1-[2-(4-fluorophenyl)ethyl]-2-methyl-1H-pyrrole-3-carboxylic acid). As a reaction SMILES: [CH3:1][N:2]([CH3:31])[CH2:3][CH2:4][CH2:5][C:6]1[N:10]([CH2:11][CH2:12][C:13]2[CH:18]=[CH:17][C:16]([F:19])=[CH:15][CH:14]=2)[C:9]([CH3:20])=[C:8]([C:21]([O:23]CC2C=CC=CC=2)=[O:22])[CH:7]=1>C(O)C.O1CCCC1.[Pd]>[CH3:31][N:2]([CH3:1])[CH2:3][CH2:4][CH2:5][C:6]1[N:10]([CH2:11][CH2:12][C:13]2[CH:14]=[CH:15][C:16]([F:19])=[CH:17][CH:18]=2)[C:9]([CH3:20])=[C:8]([C:21]([OH:23])=[O:22])[CH:7]=1. Procedure details: A 501 mg portion of benzyl 5-[3-(dimethylamino)propyl]-1-[2-(4-fluorophenyl)ethyl]-2-methyl-1H-pyrrole-3-carboxylate was dissolved in a mixed solvent of 1 ml ethanol and 5 ml tetrahydrofuran, and 119 mg of 10% palladium-activated carbon was added, followed by stirring at room temperature for 15 hours under an atmosphere of hydrogen. The reaction liquid was filtered through celite, and the filtrate was concentrated under a reduced pressure. The residue was purified by silica gel column chromatogr...